This data is from the Open Reaction Database (ORD), a public repository of structured organic reaction records. The task is: describe an organic reaction: reactants, conditions, products, and yield The reactants are NC1=NC2=CC=CC=C2C(=N1)C1CCN(CC1)C(CCCCCCNC(=O)OC(C)(C)C)=O (2-amino-4-[1-(7-t-butoxycarbonylaminoheptanoyl)-4-piperidinyl]quinazoline), Cl.O1CCOCC1 (hydrogen chloride dioxane). Run in O1CCCC1 (tetrahydrofuran). Run at time 1 hour. Yields the product NC1=NC2=CC=CC=C2C(=N1)C1CCN(CC1)C(CCCCCCN)=O (2-amino-4-[1-(7-aminoheptanoyl)-4-piperidinyl]quinazoline). The yield is 104.9%. RXN SMILES: [NH2:1][C:2]1[N:11]=[C:10]([CH:12]2[CH2:17][CH2:16][N:15]([C:18](=[O:33])[CH2:19][CH2:20][CH2:21][CH2:22][CH2:23][CH2:24][NH:25]C(OC(C)(C)C)=O)[CH2:14][CH2:13]2)[C:9]2[C:4](=[CH:5][CH:6]=[CH:7][CH:8]=2)[N:3]=1.Cl.O1CCOCC1>O1CCCC1>[NH2:1][C:2]1[N:11]=[C:10]([CH:12]2[CH2:17][CH2:16][N:15]([C:18](=[O:33])[CH2:19][CH2:20][CH2:21][CH2:22][CH2:23][CH2:24][NH2:25])[CH2:14][CH2:13]2)[C:9]2[C:4](=[CH:5][CH:6]=[CH:7][CH:8]=2)[N:3]=1 |f:1.2|. Procedure details: To a solution of 2-amino-4-[1-(7-t-butoxycarbonylaminoheptanoyl)-4-piperidinyl]quinazoline (160 mg) obtained in Example 27 in tetrahydrofuran (1 ml) was added 4N hydrogen chloride-dioxane solution (1 ml). The reaction mixture was stirred for about 1 hour at room temperature and was evaporated. The residue was triturated with diethyl ether to give the title compound (131 mg) as hydrochloride. Reactants: N1=C(C=CC=C1)C (picoline), C(C)OP(OCC)(=O)CCCBr (diethyl(3-bromopropyl)-phosphonate), C(C)(=O)OCC (ethyl acetate). Reaction conditions: temperature 130 celsius. Reaction SMILES: [N:1]1[CH:6]=[CH:5][CH:4]=[CH:3][C:2]=1C.[CH2:8]([O:10][P:11]([CH2:16][CH2:17][CH2:18][Br:19])(=[O:15])[O:12][CH2:13][CH3:14])[CH3:9].[C:20](OCC)(=O)C>CN(C=O)C>[Br-:19].[CH2:8]([O:10][P:11]([CH2:16][CH2:17][CH2:18][N+:1]1[CH:2]=[CH:3][C:4]([CH3:20])=[CH:5][CH:6]=1)([O:12][CH2:13][CH3:14])=[O:15])[CH3:9] |f:4.5|. The solvent is CN(C)C=O (DMF). Procedure: A mixture of picoline (0.5 g, 5.4 mmol) and diethyl(3-bromopropyl)-phosphonate (1.54 g, 5.9 mmol) was heated in a pressure tube at 130° C. for 4 hours. The mixture was allowed to cool to room temperature, and the resulting mass was dissolved in DMF (4 ml). The combined mixture was then added drop wise to ethyl acetate (40 ml). An oily residue was obtained which was washed with ethyl acetate (2×40 ml) and dried under vacuum to yield 1.7 g of Compound 3 which was then used without any further puri... Product: [Br-].C(C)OP(=O)(OCC)CCC[N+]1=CC=C(C=C1)C (1-(3-(diethoxyphosphoryl)propyl)-4-methylpyridinium bromide). Starting materials: FC1=C(OCC(=O)OC(C)C)C=CC(=C1NCC1=C(C=CC(=C1)C1=CC(=CC=C1)F)F)F (isopropyl 2-[2,4-difluoro-3-[[2-fluoro-5-(3-fluorophenyl)phenyl]methylamino]phenoxy]acetate), OS(=O)(=O)O (H2SO4), O (water). The solvent is C(CO)O (ethylene glycol). Reaction conditions: temperature 10 celsius, time 8 hour. The product is FC1=C(OCC(=O)OCCO)C=CC(=C1NCC1=C(C=CC(=C1)C1=CC(=CC=C1)F)F)F (2-Hydroxyethyl 2-[2,4-difluoro-3-[[2-fluoro-5-(3-fluorophenyl)phenyl]methylamino]phenoxy]acetate). RXN SMILES: [F:1][C:2]1[C:15]([NH:16][CH2:17][C:18]2[CH:23]=[C:22]([C:24]3[CH:29]=[CH:28][CH:27]=[C:26]([F:30])[CH:25]=3)[CH:21]=[CH:20][C:19]=2[F:31])=[C:14]([F:32])[CH:13]=[CH:12][C:3]=1[O:4][CH2:5][C:6]([O:8][CH:9](C)[CH3:10])=[O:7].[OH:33]S(O)(=O)=O.O>C(O)CO>[F:1][C:2]1[C:15]([NH:16][CH2:17][C:18]2[CH:23]=[C:22]([C:24]3[CH:29]=[CH:28][CH:27]=[C:26]([F:30])[CH:25]=3)[CH:21]=[CH:20][C:19]=2[F:31])=[C:14]([F:32])[CH:13]=[CH:12][C:3]=1[O:4][CH2:5][C:6]([O:8][CH2:9][CH2:10][OH:33])=[O:7]. Reported procedure: To a solution of isopropyl 2-[2,4-difluoro-3-[[2-fluoro-5-(3-fluorophenyl)phenyl]methylamino]phenoxy]acetate (II(d)) (0.63 g, 1.41 mmol, 1.0 eq) in ethylene glycol (30 mL) at room temperature was added H2SO4 (0.4 mL, 7.5 mmol, 5.3 eq) dropwise. The reaction mixture was stirred overnight at 10° C. then heated at 40° C. for 3 h. The reaction was then cooled to room temperature and poured into water. The aqueous layer was extracted with EtOAc and the combined organic extracts were washed with 5% Na...